From a dataset of the Open Reaction Database (ORD), a public repository of structured organic reaction records. describe an organic reaction: reactants, conditions, products, and yield Reactants: FC(S(=O)(=O)OS(=O)(=O)C(F)(F)F)(F)F (trifluoromethanesulfonic anhydride), OCCC=1C(=NC=CC1)F (3-(2-hydroxyethyl)-2-fluoropyridine), N (NH3). Run in C(Cl)Cl (CH2Cl2). Conditions: temperature -40 celsius, time 30 minute. The product is NCCC=1C(=NC=CC1)F (3-(2-aminoethyl)-2-fluoropyridine). As a reaction SMILES: O[CH2:2][CH2:3][C:4]1[C:5]([F:10])=[N:6][CH:7]=[CH:8][CH:9]=1.FC(F)(F)S(OS(C(F)(F)F)(=O)=O)(=O)=O.[NH3:26]>C(Cl)Cl>[NH2:26][CH2:2][CH2:3][C:4]1[C:5]([F:10])=[N:6][CH:7]=[CH:8][CH:9]=1. Procedure: To a solution of 0.20 g (1.42 mmol) of 3-(2-hydroxyethyl)-2-fluoropyridine in 8 ml of dry CH2Cl2 cooled to -40° C. was added 0.18 ml (0.8 mmol) trifluoromethanesulfonic anhydride under an atmosphere of nitrogen. After stirring for 30 min at -40° C., 30 ml of cold (-78° C.) NH3 (l) was added. The mixture was stirred for 30 min at -40° C., and then concentrated in vacuo to afford 1.03 g of crude salt which was washed twice with 20 ml diethyl ether to yield 0.82 g of 3-(2-aminoethyl)-2-fluoropyridi...